Task: describe an organic reaction: reactants, conditions, products, and yield. Dataset: the Open Reaction Database (ORD), a public repository of structured organic reaction records Starting materials: Cl (hydrochloric acid), N[C@H](C(=O)O)C(C)(C)C ((S)-2-amino-3,3-dimethylbutanoic acid), C([O-])(O)=O.[Na+] (sodium bicarbonate), COCC(=O)Cl (Methoxyacetyl chloride). Run in O (water), C(C)OCC (diethyl ether). Conditions: time 5 hour. Product: COCC(=O)N[C@H](C(=O)O)C(C)(C)C ((S)-2-(2-methoxyacetamido)-3,3-dimethylbutanoic acid). Isolated yield 20.7%. RXN SMILES: [NH2:1][C@@H:2]([C:6]([CH3:9])([CH3:8])[CH3:7])[C:3]([OH:5])=[O:4].C(=O)(O)[O-].[Na+].[CH3:15][O:16][CH2:17][C:18](Cl)=[O:19].Cl>C(OCC)C.O>[CH3:15][O:16][CH2:17][C:18]([NH:1][C@@H:2]([C:6]([CH3:9])([CH3:8])[CH3:7])[C:3]([OH:5])=[O:4])=[O:19] |f:1.2|. Procedure details: (S)-2-amino-3,3-dimethylbutanoic acid (0.50 g, 3.8 mmol) and sodium bicarbonate (0.80 g, 9.5 mmol) were dissolved into water (20 mL) then cooled in an ice bath. Methoxyacetyl chloride (0.38 mL, 4.2 mmol) was dissolved in diethyl ether (5 mL) and added dropwise with vigorous stirring. The solution was stirred at ambient temperature for 5 hours then adjusted to pH 3 with concentrated hydrochloric acid and extracted into ethyl acetate. The organic solution was dried over sodium sulfate, filtered, a...